This data is from the Open Reaction Database (ORD), a public repository of structured organic reaction records. The task is: describe an organic reaction: reactants, conditions, products, and yield The reactants are BrC1=C(C=C(C=C1S(=O)(=O)O)S(=O)(=O)O)S(=O)(=O)O (2-bromo-benzene-1,3,5-trisulfonic acid), [Na] (sodium), BrC1=CC=C(C=C1)I (1-bromo-4-iodo-benzene), N1=C(C=CC=C1)C1=NC=CC=C1 (2,2′-bipyridine). Reagents/catalysts: [Cu] (copper bronze). Solvent: O (water), CC(=O)N(C)C (DMAc). Reaction conditions: temperature 80 celsius. Product: BrC1=CC=C(C=C1)C=1C(=CC(=CC1S(=O)(=O)O)S(=O)(=O)O)S(=O)(=O)O (4′-bromo-biphenyl-2,4,6-trisulfonic acid), [Na] (sodium). As a reaction SMILES: Br[C:2]1[C:7]([S:8]([OH:11])(=[O:10])=[O:9])=[CH:6][C:5]([S:12]([OH:15])(=[O:14])=[O:13])=[CH:4][C:3]=1[S:16]([OH:19])(=[O:18])=[O:17].[Na:20].[Br:21][C:22]1[CH:27]=[CH:26][C:25](I)=[CH:24][CH:23]=1.N1C=CC=CC=1C1C=CC=CN=1>CC(N(C)C)=O.[Cu].O>[Br:21][C:22]1[CH:27]=[CH:26][C:25]([C:2]2[C:7]([S:8]([OH:11])(=[O:10])=[O:9])=[CH:6][C:5]([S:12]([OH:15])(=[O:14])=[O:13])=[CH:4][C:3]=2[S:16]([OH:19])(=[O:18])=[O:17])=[CH:24][CH:23]=1.[Na:20] |^1:19,73|. Procedure details: A solution of 2-bromo-benzene-1,3,5-trisulfonic acid, sodium salt and 1-bromo-4-iodo-benzene (1 equivalent) in DMAc can be treated with activated copper bronze (2.2 equivalents) and 2,2′-bipyridine (0.2 equivalents) then heated to 80° C. for 4 hours. The cooled mixture can be poured into water, the solids filtered off, and the filtrate evaporated and then dried under vacuum. The crude product can be isolated by extracting the solids with moist ethanol, filtering off the solids, and evaporating t... The reactants are Brc1ncc(Br)c2[nH]ccc12, O=C([O-])[O-], CC(C)=O, CI, [K+], [K+]. Yields the product Cn1ccc2c(Br)ncc(Br)c21. RXN SMILES: [Br:1][c:2]1[n:3][cH:4][c:5]([Br:11])[c:6]2[c:7]1[cH:8][cH:9][nH:10]2.[C:14](=[O:15])([O-:16])[O-:17].[CH3:20][C:21](=[O:22])[CH3:23].[I:12][CH3:13].[K+:18].[K+:19]>>[Br:1][c:2]1[n:3][cH:4][c:5]([Br:11])[c:6]2[c:7]1[cH:8][cH:9][n:10]2[CH3:14]. RXN SMILES: [Cl:16][CH2:17][Cl:18].[F:1][c:2]1[cH:3][cH:4][c:5](-[c:8]2[n:9][o:10][c:11]([CH3:15])[c:12]2[CH2:13][OH:14])[n:6][cH:7]1>>[F:1][c:2]1[cH:3][cH:4][c:5](-[c:8]2[n:9][o:10][c:11]([CH3:15])[c:12]2[CH:13]=[O:14])[n:6][cH:7]1. Product: Cc1onc(-c2ccc(F)cn2)c1C=O. Starting materials: ClCCl, Cc1onc(-c2ccc(F)cn2)c1CO.